This data is from the Open Reaction Database (ORD), a public repository of structured organic reaction records. The task is: describe an organic reaction: reactants, conditions, products, and yield The reactants are N1CCOCC1 (morpholine), FC1=CC=C(C=C1)C#CC1=C(N=C2N1C=CC=C2)COCC(=O)Cl (2-((3-((4-fluorophenyl)ethynyl)imidazo[1,2-a]pyridin-2-yl)methoxy)acetyl chloride), O (water). The solvent is ClCCl (dichloromethane), ClCCl (dichloromethane). The product is FC1=CC=C(C=C1)C#CC1=C(N=C2N1C=CC=C2)COCC(=O)N2CCOCC2 (2-((3-((4-fluorophenyl)ethynyl)imidazo[1,2-a]pyridin-2-yl)methoxy)-1-morpholino ethanone). Yield: 58.0%. As a reaction SMILES: [NH:1]1[CH2:6][CH2:5][O:4][CH2:3][CH2:2]1.[F:7][C:8]1[CH:13]=[CH:12][C:11]([C:14]#[C:15][C:16]2[N:20]3[CH:21]=[CH:22][CH:23]=[CH:24][C:19]3=[N:18][C:17]=2[CH2:25][O:26][CH2:27][C:28](Cl)=[O:29])=[CH:10][CH:9]=1.O>ClCCl>[F:7][C:8]1[CH:13]=[CH:12][C:11]([C:14]#[C:15][C:16]2[N:20]3[CH:21]=[CH:22][CH:23]=[CH:24][C:19]3=[N:18][C:17]=2[CH2:25][O:26][CH2:27][C:28]([N:1]2[CH2:6][CH2:5][O:4][CH2:3][CH2:2]2)=[O:29])=[CH:10][CH:9]=1. Reported procedure: 0.806 ml (9.25 mmol) of morpholine were solubilised in 4 ml of dichloromethane with magnetic stirring, a solution of 2-((3-((4-fluorophenyl)ethynyl)imidazo[1,2-a]pyridin-2-yl)methoxy)acetyl chloride in 4 ml of dichloromethane was added and then the mixture was added at r.t. for 1 h before being treated with 10 ml of water. The aqueous phase was extracted with 2×5 ml of dichloromethane. The combined organic phases were washed with 5 ml of a saturated NaCl aqueous solution, dried on Na2SO4 which w... The reactants are O=Nc1c(O)ccc2ccccc12, NC1CCCCC1. Product: O=Nc1cccc2ccccc12, NC1CCCCC1. RXN SMILES: [N:1](=[O:2])[c:3]1[c:4]([OH:13])[cH:5][cH:6][c:7]2[cH:8][cH:9][cH:10][cH:11][c:12]12.[NH2:14][CH:15]1[CH2:16][CH2:17][CH2:18][CH2:19][CH2:20]1>>[N:1](=[O:2])[c:3]1[cH:4][cH:5][cH:6][c:7]2[cH:8][cH:9][cH:10][cH:11][c:12]12.[NH2:14][CH:15]1[CH2:16][CH2:17][CH2:18][CH2:19][CH2:20]1. Starting materials: ClC1=C(C(=O)O)C=CC(=N1)Cl (2,6-dichloronicotinic acid), Cl (hydrogen chloride), CO (methanol). Conditions: time 48 hour. The product is ClC1=C(C(=O)OC)C=CC(=N1)Cl (methyl 2,6-dichloronicotinate). Reaction SMILES: [Cl:1][C:2]1[N:10]=[C:9]([Cl:11])[CH:8]=[CH:7][C:3]=1[C:4]([OH:6])=[O:5].Cl.[CH3:13]O>>[Cl:1][C:2]1[N:10]=[C:9]([Cl:11])[CH:8]=[CH:7][C:3]=1[C:4]([O:6][CH3:13])=[O:5]. Reported procedure: 19.1 g (0.1 mole) of 2,6-dichloronicotinic acid [Guthzeit and Laska, J. pr. Ch. 58 [2], 425 (1898)] are suspended in 250 ml of methanol and, while stirring and cooling with ice, hydrogen chloride gas is introduced until the mixture is saturated. The reaction mixture is allowed to stand for 48 hours at room temperature and subsequently heated for 3 hours to reflux temperature. It is then evaporated to dryness in a high vacuum at 40° C and the residue is dried in a high vacuum at 40° C. The brown ... Starting materials: CC(C)(C)OC(=O)C=P(c1ccccc1)(c1ccccc1)c1ccccc1, CN(C)C=O, COc1c(CCc2nc(C(C)C)cs2)ccn2c(=O)c(C=O)c(N3CCOCC3)nc12, C1CCOC1. Yields the product COc1c(CCc2nc(C(C)C)cs2)ccn2c(=O)c(C=CC(=O)OC(C)(C)C)c(N3CCOCC3)nc12. Reaction SMILES: [C:32]([CH3:33])([CH3:34])([CH3:35])[O:36][C:37](=[O:38])[CH:39]=[P:40]([c:41]1[cH:42][cH:43][cH:44][cH:45][cH:46]1)([c:47]1[cH:48][cH:49][cH:50][cH:51][cH:52]1)[c:53]1[cH:54][cH:55][cH:56][cH:57][cH:58]1.[CH3:64][N:65]([CH3:66])[CH:67]=[O:68].[CH:1]([CH3:2])([CH3:3])[c:4]1[n:5][c:6]([CH2:9][CH2:10][c:11]2[c:12]([O:30][CH3:31])[c:13]3[n:14]([c:15](=[O:27])[c:16]([CH:25]=[O:26])[c:17]([N:19]4[CH2:20][CH2:21][O:22][CH2:23][CH2:24]4)[n:18]3)[cH:28][cH:29]2)[s:7][cH:8]1.[O:59]1[CH2:60][CH2:61][CH2:62][CH2:63]1>>[CH:1]([CH3:2])([CH3:3])[c:4]1[n:5][c:6]([CH2:9][CH2:10][c:11]2[c:12]([O:30][CH3:31])[c:13]3[n:14]([c:15](=[O:27])[c:16]([CH:25]=[CH:39][C:37]([O:36][C:32]([CH3:33])([CH3:34])[CH3:35])=[O:38])[c:17]([N:19]4[CH2:20][CH2:21][O:22][CH2:23][CH2:24]4)[n:18]3)[cH:28][cH:29]2)[s:7][cH:8]1. Starting materials: C(C)(=O)OCC (Ethyl acetate), FC(C1=CC=C2C=NNC2=C1)(F)F (6-(trifluoromethyl)-1H-indazole), [OH-].[K+] (KOH), II (I2). Solvent: CN(C)C=O (DMF). Run at time 16 hour. Product: IC1=NNC2=CC(=CC=C12)C(F)(F)F (3-iodo-6-(trifluoromethyl)-1H-indazole). Yield: 82.0%. As a reaction SMILES: [F:1][C:2]([F:13])([F:12])[C:3]1[CH:11]=[C:10]2[C:6]([CH:7]=[N:8][NH:9]2)=[CH:5][CH:4]=1.[OH-].[K+].[I:16]I.C(OCC)(=O)C>CN(C=O)C>[I:16][C:7]1[C:6]2[C:10](=[CH:11][C:3]([C:2]([F:1])([F:12])[F:13])=[CH:4][CH:5]=2)[NH:9][N:8]=1 |f:1.2|. Reported procedure: A mixture of 6-(trifluoromethyl)-1H-indazole (0.5 g, 2.69 mmol), KOH (0.45 g, 8.1 mmol) and I2 (1.37 g, 5.38 mmol) in dry DMF (20 mL) was stirred for 16 hours at room temperature. Ethyl acetate (100 mL) was added and the mixture was washed with water (3×10 mL) and brine (2×10 mL). The organic layer was dried over Na2SO4, filtered and concentrated. The residue was then washed with ether (2 mL) and filtered to afford 3-iodo-6-(trifluoromethyl)-1H-indazole (688 mg, crude) as a yellow solid. LCMS: (...